From a dataset of the Open Reaction Database (ORD), a public repository of structured organic reaction records. describe an organic reaction: reactants, conditions, products, and yield The reactants are IC=1N=C(N2C1C(=NC=C2)N)C2CC(C2)N2CCN(CC2)C (1-iodo-3-[3-(4-methyl-piperazin-1-yl)-cyclobutyl]-imidazo[1,5-a]pyrazin-8-ylamine), FC=1C(=CC=C2C=CC(=NC12)C1=CC=CC=C1)B1OC(C(O1)(C)C)(C)C (8-fluoro-2-phenyl-7-(4,4,5,5-tetramethyl-[1,3,2]dioxaborolan-2-yl)quinoline), C([O-])([O-])=O.[Cs+].[Cs+] (cesium carbonate), N#N (N2), C(=O)(O)[O-].[Na+] (NaHCO3). Reagents/catalysts: C=1C=CC(=CC1)[P](C=2C=CC=CC2)(C=3C=CC=CC3)[Pd]([P](C=4C=CC=CC4)(C=5C=CC=CC5)C=6C=CC=CC6)([P](C=7C=CC=CC7)(C=8C=CC=CC8)C=9C=CC=CC9)[P](C=1C=CC=CC1)(C=1C=CC=CC1)C=1C=CC=CC1 (Tetrakis(triphenylphosphine)palladium(0)). The solvent is COCCOC (DME), O (H2O). Conditions: temperature 75 celsius. The product is FC=1C(=CC=C2C=CC(=NC12)C1=CC=CC=C1)C=1N=C(N2C1C(=NC=C2)N)C2CC(C2)N2CCN(CC2)C (1-(8-Fluoro-2-phenyl-quinolin-7-yl)-3-[3-(4-methyl-piperazin-1-yl)-cyclobutyl]-imidazo[1,5-a]pyrazin-8-ylamine). RXN SMILES: I[C:2]1[N:3]=[C:4]([CH:12]2[CH2:15][CH:14]([N:16]3[CH2:21][CH2:20][N:19]([CH3:22])[CH2:18][CH2:17]3)[CH2:13]2)[N:5]2[CH:10]=[CH:9][N:8]=[C:7]([NH2:11])[C:6]=12.[F:23][C:24]1[C:25](B2OC(C)(C)C(C)(C)O2)=[CH:26][CH:27]=[C:28]2[C:33]=1[N:32]=[C:31]([C:34]1[CH:39]=[CH:38][CH:37]=[CH:36][CH:35]=1)[CH:30]=[CH:29]2.C(=O)([O-])[O-].[Cs+].[Cs+].N#N.C([O-])(O)=O.[Na+]>COCCOC.O.C1C=CC([P]([Pd]([P](C2C=CC=CC=2)(C2C=CC=CC=2)C2C=CC=CC=2)([P](C2C=CC=CC=2)(C2C=CC=CC=2)C2C=CC=CC=2)[P](C2C=CC=CC=2)(C2C=CC=CC=2)C2C=CC=CC=2)(C2C=CC=CC=2)C2C=CC=CC=2)=CC=1>[F:23][C:24]1[C:25]([C:2]2[N:3]=[C:4]([CH:12]3[CH2:15][CH:14]([N:16]4[CH2:21][CH2:20][N:19]([CH3:22])[CH2:18][CH2:17]4)[CH2:13]3)[N:5]3[CH:10]=[CH:9][N:8]=[C:7]([NH2:11])[C:6]=23)=[CH:26][CH:27]=[C:28]2[C:33]=1[N:32]=[C:31]([C:34]1[CH:35]=[CH:36][CH:37]=[CH:38][CH:39]=1)[CH:30]=[CH:29]2 |f:2.3.4,6.7,^1:72,74,93,112|. Procedure: A solution of 1-iodo-3-[3-(4-methyl-piperazin-1-yl)-cyclobutyl]-imidazo[1,5-a]pyrazin-8-ylamine (93 mg, 0.22 mmol), 8-fluoro-2-phenyl-7-(4,4,5,5-tetramethyl-[1,3,2]dioxaborolan-2-yl)quinoline (87 mg, 0.25 mmol) and cesium carbonate (88 mg, 0.27 mmol) in DME (3.33 mL) and H2O (0.67 mL) was degassed with N2 for 10 minutes. Tetrakis(triphenylphosphine)palladium(0) (13 mg, 0.011 mmol) was added, and the reaction heated at 75° C. overnight. The reaction was allowed to cool to rt, poured into saturate... Reaction SMILES: O.[Na].[SH:3][C:4]1[N:8]([CH3:9])[N:7]=[N:6][N:5]=1.Cl[CH2:11][C:12](=[O:14])[CH3:13]>C(O)C>[CH3:9][N:8]1[C:4]([S:3][CH2:11][C:12]([CH3:13])=[O:14])=[N:5][N:6]=[N:7]1 |f:0.1.2,^1:1|. Starting materials: O.[Na].SC1=NN=NN1C (5-mercapto-1-methyltetrazole sodium salt hydrate), ClCC(C)=O (chloroacetone). Conditions: time 20 hour. Yields the product CN1N=NN=C1SCC(=O)C (1-methyl-5-acetonylthiotetrazole). The solvent is C(C)O (ethanol). Reported procedure: To a solution of 3.12 g (0.02 mol) of 5-mercapto-1-methyltetrazole sodium salt hydrate in 60 ml of absolute ethanol was added dropwise, 2.06 g (0.2 mol) of chloroacetone. After stirring for 20 hours at room temperature, the ethanol was evaporated in vacuo. The residue was dissolved in methylene chloride and was washed with water and then brine prior to drying over Na2SO4. Evaporation of the methylene chloride solution gave 1-methyl-5-acetonylthiotetrazole that was purified by flash chromatograph... Reactants: [Na] (sodium), ClC=1C(=NSN1)C=1C=NC=CC1 (3-(4-chloro-1,2,5-thiadiazol-3-yl)pyridine), C(C(C)C)O (isobutanol). Reaction conditions: temperature 50 celsius, time 3 hour. The product is C(C(C)C)OC=1C(=NSN1)C=1C=NC=CC1 (3-(4-isobutoxy-1,2,5-thiadiazol-3-yl)pyridine). RXN SMILES: [Na].Cl[C:3]1[C:4]([C:8]2[CH:9]=[N:10][CH:11]=[CH:12][CH:13]=2)=[N:5][S:6][N:7]=1.[CH2:14]([OH:18])[CH:15]([CH3:17])[CH3:16]>>[CH2:14]([O:18][C:3]1[C:4]([C:8]2[CH:9]=[N:10][CH:11]=[CH:12][CH:13]=2)=[N:5][S:6][N:7]=1)[CH:15]([CH3:17])[CH3:16] |^1:0|. Reported procedure: To a solution of sodium (230 mg, 10 mmol) in isobutanol (10 ml) was added 3-(4-chloro-1,2,5-thiadiazol-3-yl)pyridine (490 mg, 2.5 mmol). The mixture was stirred at 50° C. for 3 h and evaporated. The residue was dissolved in water and extracted with methylene chloride. The combined organic phases were dried and evaporated to give the wanted compound. Reactants: intermediate 19, FC(OC1=C(C=CC=C1)O)(F)F (2-trifluoromethoxy-phenol), COC(C(CC1CCCC1)Br)=O (2-bromo-3-cyclopentyl-propionic acid methyl ester), ClC=1C(N(N=CC1Cl)C1OCCCC1)=O (4,5-dichloro-2-(tetrahydropyran-2-yl)-2H-pyridazin-3-one), ClC=1C(N(N=CC1Cl)C1OCCCC1)=O (4,5-dichloro-2-(tetrahydropyran-2-yl)-2H-pyridazin-3-one), COC(C(CC1CCCC1)Br)=O (2-bromo-3-cyclopentyl-propionic acid methyl ester). The product is C1(CCCC1)CC(C(=O)O)N1N=CC(=CC1=O)OC1=C(C=CC=C1)OC(F)(F)F (3-cyclopentyl-2-[6-oxo-4-(2-trifluoromethoxy-phenoxy)-6H-pyridazin-1-yl]-propionic acid). Reaction SMILES: Cl[C:2]1[C:3](=[O:15])[N:4](C2CCCCO2)[N:5]=[CH:6][C:7]=1Cl.[F:16][C:17]([F:27])([F:26])[O:18][C:19]1[CH:24]=[CH:23][CH:22]=[CH:21][C:20]=1[OH:25].C[O:29][C:30](=[O:39])[CH:31](Br)[CH2:32][CH:33]1[CH2:37][CH2:36][CH2:35][CH2:34]1>>[CH:33]1([CH2:32][CH:31]([N:4]2[C:3](=[O:15])[CH:2]=[C:7]([O:25][C:20]3[CH:21]=[CH:22][CH:23]=[CH:24][C:19]=3[O:18][C:17]([F:26])([F:27])[F:16])[CH:6]=[N:5]2)[C:30]([OH:29])=[O:39])[CH2:37][CH2:36][CH2:35][CH2:34]1. Reported procedure: In an analogous manner to the stepwise sequence outlined in intermediate 19, starting from 4,5-dichloro-2-(tetrahydropyran-2-yl)-2H-pyridazin-3-one (Intermediate 20) and 2-trifluoromethoxy-phenol and alkylating with 2-bromo-3-cyclopentyl-propionic acid methyl ester (Intermediate 10) afforded 3-cyclopentyl-2-[6-oxo-4-(2-trifluoromethoxy-phenoxy)-6H-pyridazin-1-yl]-propionic acid as a white solid (14.11 g, 83% for the final step); LC-MS: 413.0 [M+1]+, tR=5.39 min. Purity on HPLC: 97.5% (214 nm), 9... Reactants: N1=CC(=CC=C1)C=CC(=O)O (3-(3-pyridyl)-acrylic acid), C1=CN(C=N1)C(=O)N2C=CN=C2 (CDI), C1(CCCC2=CC=CC=C12)N1CCN(CC1)CCCCN (4-[4-(1,2,3,4-tetrahydro-naphthalin-1-yl)-piperazin-1-yl]-butylamine). Yields the product N1=CC(=CC=C1)C=CC(=O)NCCCCN1CCN(CC1)C1CCCC2=CC=CC=C12 (3-pyridin-3-yl-N-{4-[4-(1,2,3,4-tetrahydronaphthalin-1-yl)-piperazin-1-yl]-butyl}-acrylamide). Reaction SMILES: [N:1]1[CH:6]=[CH:5][CH:4]=[C:3]([CH:7]=[CH:8][C:9]([OH:11])=O)[CH:2]=1.C1N=CN(C(N2C=NC=C2)=O)C=1.[CH:24]1([N:34]2[CH2:39][CH2:38][N:37]([CH2:40][CH2:41][CH2:42][CH2:43][NH2:44])[CH2:36][CH2:35]2)[C:33]2[C:28](=[CH:29][CH:30]=[CH:31][CH:32]=2)[CH2:27][CH2:26][CH2:25]1>>[N:1]1[CH:6]=[CH:5][CH:4]=[C:3]([CH:7]=[CH:8][C:9]([NH:44][CH2:43][CH2:42][CH2:41][CH2:40][N:37]2[CH2:38][CH2:39][N:34]([CH:24]3[C:33]4[C:28](=[CH:29][CH:30]=[CH:31][CH:32]=4)[CH2:27][CH2:26][CH2:25]3)[CH2:35][CH2:36]2)=[O:11])[CH:2]=1. Reported procedure: Batch size: 2.7 g (18 mmol) 3-(3-pyridyl)-acrylic acid, 3.15 g (19 mmol) CDI and 5.0 g (17.4 mmol) 4-[4-(1,2,3,4-tetrahydro-naphthalin-1-yl)-piperazin-1-yl]-butylamine. Starting materials: [OH-].[Li+] (lithium hydroxide), FC=1C=C(C=C(C1)F)C1N(C(C(N(C1)C(=O)OC(C)(C)C)C1CCOCC1)=O)CC(=O)OC (tert-butyl 5-(3,5-difluorophenyl)-4-(2-methoxy-2-oxoethyl)-3-oxo-2-(tetrahydro-2H-pyran-4-yl)piperazine-1-carboxylate), FC=1C=C(C=C(C1)F)C1N(C(C(N(C1)C(=O)OC(C)(C)C)C1CCOCC1)=O)CC(=O)OC (tert-butyl 5-(3,5-difluorophenyl)-4-(2-methoxy-2-oxoethyl)-3-oxo-2-(tetrahydro-2H-pyran-4-yl)piperazine-1-carboxylate), Cl (hydrochloric acid). Solvent: C1CCOC1 (THF), O (water). Reaction conditions: time 2 hour. Yields the product C(C)(C)(C)OC(=O)N1C(C(N(C(C1)C1=CC(=CC(=C1)F)F)CC(=O)O)=O)C1CCOCC1 (2-(4-(tert-butoxycarbonyl)-6-(3,5-difluorophenyl)-2-oxo-3-(tetrahydro-2H-pyran-4-yl)-piperazin-1-yl)ethanoic acid). RXN SMILES: [OH-].[Li+].[F:3][C:4]1[CH:5]=[C:6]([CH:11]2[CH2:16][N:15]([C:17]([O:19][C:20]([CH3:23])([CH3:22])[CH3:21])=[O:18])[CH:14]([CH:24]3[CH2:29][CH2:28][O:27][CH2:26][CH2:25]3)[C:13](=[O:30])[N:12]2[CH2:31][C:32]([O:34]C)=[O:33])[CH:7]=[C:8]([F:10])[CH:9]=1.Cl>C1COCC1.O>[C:20]([O:19][C:17]([N:15]1[CH2:16][CH:11]([C:6]2[CH:5]=[C:4]([F:3])[CH:9]=[C:8]([F:10])[CH:7]=2)[N:12]([CH2:31][C:32]([OH:34])=[O:33])[C:13](=[O:30])[CH:14]1[CH:24]1[CH2:25][CH2:26][O:27][CH2:28][CH2:29]1)=[O:18])([CH3:23])([CH3:21])[CH3:22] |f:0.1|. Procedure: 12 mg (0.48 mmol) lithium hydroxide were added to 0.20 g (0.43 mmol) tert-butyl 5-(3,5-difluorophenyl)-4-(2-methoxy-2-oxoethyl)-3-oxo-2-(tetrahydro-2H-pyran-4-yl)piperazine-1-carboxylate (isomer mixture 2.1) in 5 ml THF and 1 ml of water. The mixture was stirred for 2 h at RT, adjusted to pH=7 with 0.1 M hydrochloric acid solution and then evaporated to dryness.